From a dataset of the Open Reaction Database (ORD), a public repository of structured organic reaction records. describe an organic reaction: reactants, conditions, products, and yield Starting materials: CO, COc1cccc2c1c(N(S(=O)(=O)c1ccc(Cl)s1)S(=O)(=O)c1ccc(Cl)s1)nn2Cc1cccc(OCCN(C)C)c1, [Na+], [OH-]. Yields the product COc1cccc2c1c(NS(=O)(=O)c1ccc(Cl)s1)nn2Cc1cccc(OCCN(C)C)c1. Reaction SMILES: [CH3:46][OH:47].[Cl:1][c:2]1[cH:3][cH:4][c:5]([S:7](=[O:8])(=[O:9])[N:10]([c:11]2[n:12][n:13]([CH2:22][c:23]3[cH:24][c:25]([O:29][CH2:30][CH2:31][N:32]([CH3:33])[CH3:34])[cH:26][cH:27][cH:28]3)[c:14]3[cH:15][cH:16][cH:17][c:18]([O:20][CH3:21])[c:19]23)[S:35]([c:36]2[s:37][c:38]([Cl:39])[cH:40][cH:41]2)(=[O:42])=[O:43])[s:6]1.[Na+:45].[OH-:44]>>[Cl:1][c:2]1[cH:3][cH:4][c:5]([S:7](=[O:8])(=[O:9])[NH:10][c:11]2[n:12][n:13]([CH2:22][c:23]3[cH:24][c:25]([O:29][CH2:30][CH2:31][N:32]([CH3:33])[CH3:34])[cH:26][cH:27][cH:28]3)[c:14]3[cH:15][cH:16][cH:17][c:18]([O:20][CH3:21])[c:19]23)[s:6]1. Reactants: Cl.BrC1=CC(=C(C=C1)C(C)N)Cl (1-(4-bromo-2-chloro-phenyl)-ethylamine hydrochloride), FC=1C=CC(=C(C1)B(O)O)OC (5-fluoro-2-methoxyphenyl boronic acid). The reagents and catalysts are C(C)(=O)[O-].[Pd+2].C(C)(=O)[O-] (palladium acetate). Run in O (water). Conditions: temperature 190 celsius. The product is ClC=1C=C(C=CC1C(C)N)C1=C(C=CC(=C1)F)OC (1-(3-chloro-5′-fluro-2′-methoxy-biphenyl-4-yl)-ethylamine). Isolated yield 88.9%. As a reaction SMILES: Cl.Br[C:3]1[CH:8]=[CH:7][C:6]([CH:9]([NH2:11])[CH3:10])=[C:5]([Cl:12])[CH:4]=1.[F:13][C:14]1[CH:15]=[CH:16][C:17]([O:23][CH3:24])=[C:18](B(O)O)[CH:19]=1>O.C([O-])(=O)C.[Pd+2].C([O-])(=O)C>[Cl:12][C:5]1[CH:4]=[C:3]([C:16]2[CH:15]=[C:14]([F:13])[CH:19]=[CH:18][C:17]=2[O:23][CH3:24])[CH:8]=[CH:7][C:6]=1[CH:9]([NH2:11])[CH3:10] |f:0.1,4.5.6|. Procedure details: To a stirred solution of 4-bromo-2-chloro-acetophenone (4.66 g, 20 mmol) in methanol (50 ml) under nitrogen atmosphere was added ammonium acetate (29 g, 0.4 mol) and sodium cyanoborohydride (1.21 g, 20 mmol). The reaction mixture was stirred at ambient temperature for 10 days. The solvent was evaporated and the residue partitioned between dichloromethane and aqueous sodium carbonate solution. The organic phase was dried over anhydrous sodium sulfate and the solvent evaporated. The residue was di... The reactants are ClC1=CC=C2C(=C1)NC1=C2OC2=C(N(C1=O)CC1=CC=CC=C1)C=CC=C2 (3-chloro-7-benzyl-7H-indolo[3,2-b][1,5]benzoxazepine-6(5H)-one), P(Cl)(Cl)(Cl)(Cl)Cl (phosphorous pentachloride), CN1CCNCC1 (N-methyl piperazine), C(\C=C\C(=O)O)(=O)O (fumaric acid). Solvent: C(C)O (ethanol). Product: C(\C=C\C(=O)O)(=O)O.C(C1=CC=CC=C1)N1C(=C2C(OC3=C1C=CC=C3)=C3C=CC(=CC3=N2)Cl)N2CCN(CC2)C (7-benzyl-3-chloro-6-(4-methyl-1-piperazinyl)-7H-indolo[3,2-b][1,5]benzoxazepine fumarate). As a reaction SMILES: [Cl:1][C:2]1[CH:7]=[C:6]2[NH:8][C:9]3[C:15](=O)[N:14]([CH2:17][C:18]4[CH:23]=[CH:22][CH:21]=[CH:20][CH:19]=4)[C:13]4[CH:24]=[CH:25][CH:26]=[CH:27][C:12]=4[O:11][C:10]=3[C:5]2=[CH:4][CH:3]=1.P(Cl)(Cl)(Cl)(Cl)Cl.[CH3:34][N:35]1[CH2:40][CH2:39][NH:38][CH2:37][CH2:36]1.[C:41]([OH:48])(=[O:47])/[CH:42]=[CH:43]/[C:44]([OH:46])=[O:45]>C(O)C>[C:41]([OH:48])(=[O:47])/[CH:42]=[CH:43]/[C:44]([OH:46])=[O:45].[CH2:17]([N:14]1[C:13]2[CH:24]=[CH:25][CH:26]=[CH:27][C:12]=2[O:11][C:10]2=[C:5]3[C:6](=[N:8][C:9]2=[C:15]1[N:38]1[CH2:39][CH2:40][N:35]([CH3:34])[CH2:36][CH2:37]1)[CH:7]=[C:2]([Cl:1])[CH:3]=[CH:4]3)[C:18]1[CH:23]=[CH:22][CH:21]=[CH:20][CH:19]=1 |f:5.6|. Procedure: In the same way as described in example 1, 3-chloro-7-benzyl-7H-indolo[3,2-b][1,5]benzoxazepine-6(5H)-one, phosphorous pentachloride and N-methyl piperazine were reacted. The product was purified by chromatography on neutral alumina and elution with 3% ethanol in ether. The yellow oil thus obtained was reacted with fumaric acid in hot ethanol and the salt recrystallized from ethanol for analysis, mp. 217°-8°. The reactants are ClC1=C(C=C(C(=N1)C(=O)N1CCC(CC1)N1CCCC1)C)C1=CC(=CC=C1)C(F)(F)F ([6-Chloro-3-methyl-5-(3-trifluoromethyl-phenyl)-pyridin-2-yl]-(4-pyrrolidin-1-yl-piperidin-1-yl)-methanone), C(CCC)[Sn](C1=NC=CN=C1)(CCCC)CCCC (2-tributylstannanyl-pyrazine). The reagents and catalysts are [Pd].C1(=CC=CC=C1)P(C1=CC=CC=C1)C1=CC=CC=C1.C1(=CC=CC=C1)P(C1=CC=CC=C1)C1=CC=CC=C1.C1(=CC=CC=C1)P(C1=CC=CC=C1)C1=CC=CC=C1.C1(=CC=CC=C1)P(C1=CC=CC=C1)C1=CC=CC=C1 (tetrakis-(triphenylphosphine)-palladium). Solvent: CN(C)C=O (DMF). Reaction conditions: time 20 minute. Product: CC=1C(=NC(=C(C1)C1=CC(=CC=C1)C(F)(F)F)C1=NC=CN=C1)C(=O)N1CCC(CC1)N1CCCC1 ([3-Methyl-6-pyrazin-2-yl-5-(3-trifluoromethyl-phenyl)-pyridin-2-yl]-(4-pyrrolidin-1-yl-piperidin-1-yl)-methanone). The yield is 50.5%. RXN SMILES: Cl[C:2]1[N:7]=[C:6]([C:8]([N:10]2[CH2:15][CH2:14][CH:13]([N:16]3[CH2:20][CH2:19][CH2:18][CH2:17]3)[CH2:12][CH2:11]2)=[O:9])[C:5]([CH3:21])=[CH:4][C:3]=1[C:22]1[CH:27]=[CH:26][CH:25]=[C:24]([C:28]([F:31])([F:30])[F:29])[CH:23]=1.C([Sn](CCCC)(CCCC)[C:37]1[CH:42]=[N:41][CH:40]=[CH:39][N:38]=1)CCC>CN(C=O)C.[Pd].C1(P(C2C=CC=CC=2)C2C=CC=CC=2)C=CC=CC=1.C1(P(C2C=CC=CC=2)C2C=CC=CC=2)C=CC=CC=1.C1(P(C2C=CC=CC=2)C2C=CC=CC=2)C=CC=CC=1.C1(P(C2C=CC=CC=2)C2C=CC=CC=2)C=CC=CC=1>[CH3:21][C:5]1[C:6]([C:8]([N:10]2[CH2:15][CH2:14][CH:13]([N:16]3[CH2:20][CH2:19][CH2:18][CH2:17]3)[CH2:12][CH2:11]2)=[O:9])=[N:7][C:2]([C:37]2[CH:42]=[N:41][CH:40]=[CH:39][N:38]=2)=[C:3]([C:22]2[CH:27]=[CH:26][CH:25]=[C:24]([C:28]([F:31])([F:30])[F:29])[CH:23]=2)[CH:4]=1 |f:3.4.5.6.7|. Procedure: To a degassed solution of 0.20 g (0.44 mmol) of [6-chloro-3-methyl-5-(3-trifluoromethyl-phenyl)-pyridin-2-yl]-(4-pyrrolidin-1-yl-piperidin-1-yl)-methanone (example 3) in 8.0 ml of DMF was added 0.051 g (0.044 mmol) of tetrakis-(triphenylphosphine)-palladium and the reaction mixture was stirred for 20 min at RT. Then, 0.49 g (1.32 mmol) of 2-tributylstannanyl-pyrazine were added and the reaction was heated up to 100° C. After 6 hours, it was cooled down to RT, poured into crashed ice and extracte... Starting materials: ClC=1N=C(C2=C(N1)N(C=C2)S(=O)(=O)C2=CC=C(C)C=C2)NC2=CC=C1C=NNC1=C2 (2-chloro-N-(1H-indazol-6-yl)-7-tosyl-7H-pyrrolo[2,3-d]pyrimidin-4-amine), NC1=CC=C(C=C1)N1CCC(CC1)O (1-(4-aminophenyl)piperidin-4-ol), C[Si](C)(C)Cl (trimethylsilyl chloride). Solvent: C(CCC)O (n-butyl alcohol). Conditions: temperature 116 celsius. Yields the product N1N=CC2=CC=C(C=C12)NC=1C2=C(N=C(N1)NC1=CC=C(C=C1)N1CCC(CC1)O)N(C=C2)S(=O)(=O)C2=CC=C(C)C=C2 (1-(4-(4-(1H-indazol-6-ylamino)-7-tosyl-7H-pyrrolo[2,3-d]pyrimidin-2-ylamino)phenyl)piperidin-4-ol). Isolated yield 13.2%. As a reaction SMILES: Cl[C:2]1[N:3]=[C:4]([NH:21][C:22]2[CH:30]=[C:29]3[C:25]([CH:26]=[N:27][NH:28]3)=[CH:24][CH:23]=2)[C:5]2[CH:10]=[CH:9][N:8]([S:11]([C:14]3[CH:20]=[CH:19][C:17]([CH3:18])=[CH:16][CH:15]=3)(=[O:13])=[O:12])[C:6]=2[N:7]=1.[NH2:31][C:32]1[CH:37]=[CH:36][C:35]([N:38]2[CH2:43][CH2:42][CH:41]([OH:44])[CH2:40][CH2:39]2)=[CH:34][CH:33]=1.C[Si](Cl)(C)C>C(O)CCC>[NH:28]1[C:29]2[C:25](=[CH:24][CH:23]=[C:22]([NH:21][C:4]3[C:5]4[CH:10]=[CH:9][N:8]([S:11]([C:14]5[CH:20]=[CH:19][C:17]([CH3:18])=[CH:16][CH:15]=5)(=[O:13])=[O:12])[C:6]=4[N:7]=[C:2]([NH:31][C:32]4[CH:37]=[CH:36][C:35]([N:38]5[CH2:39][CH2:40][CH:41]([OH:44])[CH2:42][CH2:43]5)=[CH:34][CH:33]=4)[N:3]=3)[CH:30]=2)[CH:26]=[N:27]1. Procedure: A mixture of 2-chloro-N-(1H-indazol-6-yl)-7-tosyl-7H-pyrrolo[2,3-d]pyrimidin-4-amine (61 mg, 0.14 mmol), 1-(4-aminophenyl)piperidin-4-ol (61 mg, 0.32 mmol) and trimethylsilyl chloride (TMSCl) (0.060 mL, 0.48 mmol) in n-butyl alcohol (2 mL) was heated at 116° C. for 96 h. The mixture was then purified by HPLC to give 1-(4-(4-(1H-indazol-6-ylamino)-7-tosyl-7H-pyrrolo[2,3-d]pyrimidin-2-ylamino)phenyl)piperidin-4-ol (11 mg). The reactants are C(C1=CC=CC=C1)(=O)NC(=S)N[C@]1(CO[C@@H]([C@H]1C(C(F)(F)F)O)C)C1=C(C=CC=C1)F (1-Benzoyl-3-[(3S,4R,5R)-3-(2-fluoro-phenyl)-5-methyl-4-(2,2,2-trifluoro-1-hydroxy-ethyl)-tetrahydro-furan-3-yl]-thiourea), N1=CC=CC=C1 (pyridine), S(=O)(=O)(C(F)(F)F)OS(=O)(=O)C(F)(F)F (Triflic anhydride). Reaction conditions: temperature 0 celsius, time 1 hour. Product: FC1=C(C=CC=C1)[C@@]12N=C(O[C@@H]([C@@H]1[C@H](OC2)C)C(F)(F)F)NC(C2=CC=CC=C2)=O (N-[(4S,4aS,5R,7aS)-7a-(2-fluorophenyl)-5-methyl-4-(trifluoromethyl)-4a,5,7,7a-tetrahydro-4H-furo[3,4-d][1,3]oxazin-2-yl]benzamide). The yield is 101.3%. RXN SMILES: [C:1]([NH:9][C:10]([NH:12][C@:13]1([C:25]2[CH:30]=[CH:29][CH:28]=[CH:27][C:26]=2[F:31])[C@H:17]([CH:18]([OH:23])[C:19]([F:22])([F:21])[F:20])[C@@H:16]([CH3:24])[O:15][CH2:14]1)=S)(=[O:8])[C:2]1[CH:7]=[CH:6][CH:5]=[CH:4][CH:3]=1.N1C=CC=CC=1.S(OS(C(F)(F)F)(=O)=O)(C(F)(F)F)(=O)=O>>[F:31][C:26]1[CH:27]=[CH:28][CH:29]=[CH:30][C:25]=1[C@:13]12[CH2:14][O:15][C@H:16]([CH3:24])[C@H:17]1[C@@H:18]([C:19]([F:22])([F:21])[F:20])[O:23][C:10]([NH:9][C:1](=[O:8])[C:2]1[CH:7]=[CH:6][CH:5]=[CH:4][CH:3]=1)=[N:12]2. Reported procedure: 1-Benzoyl-3-[(3S,4R,5R)-3-(2-fluoro-phenyl)-5-methyl-4-(2,2,2-trifluoro-1-hydroxy-ethyl)-tetrahydro-furan-3-yl]-thiourea (Preparation Example 30-(5)) (300 mg, 0.65 mmol) was dissolved in pyridine (1.39 g, 17.61 mmol). The reaction mixture was cooled to 0° C. Triflic anhydride (250 mg, 0.88 mmol) was added drop wise over 30 min, keeping temperature below 10° C. After 1 h, the reaction was concentrated then HCl 1M (50 ml) was added followed by extraction with DCM (2×50 ml). The organic phase was d... The reactants are CC(C)(C)OC(=O)NC12CC3CC(CC(C3)C1=O)C2, C1CCOC1, [Li]C. The product is CC(C)(C)OC(=O)NC12CC3CC(CC(C3)C1(C)O)C2. Reaction SMILES: [C:1]([CH3:2])([CH3:3])([CH3:4])[O:5][C:6]([NH:7][C:8]12[C:9](=[O:18])[CH:10]3[CH2:11][CH:12]([CH2:13][CH:14]([CH2:15]1)[CH2:16]3)[CH2:17]2)=[O:19].[CH2:22]1[O:23][CH2:24][CH2:25][CH2:26]1.[CH3:20][Li:21]>>[C:1]([CH3:2])([CH3:3])([CH3:4])[O:5][C:6]([NH:7][C:8]12[C:9]([OH:18])([CH3:20])[CH:10]3[CH2:11][CH:12]([CH2:13][CH:14]([CH2:15]1)[CH2:16]3)[CH2:17]2)=[O:19].